This data is from the Open Reaction Database (ORD), a public repository of structured organic reaction records. The task is: describe an organic reaction: reactants, conditions, products, and yield Starting materials: C(C)(C)(C)OC(=O)N(C(OC(C)(C)C)=O)C1=NC=C(N=C1C=1N=NN(C1)C1=CC=C(C=C1)N)N1CCN(CC1)S(=O)(=O)CC (Tert-butyl N-tert-butoxycarbonyl-3-(1-(4-aminophenyl)-1H-1,2,3-triazol-4-yl)-5-(4-(ethylsulfonyl)piperazin-1-yl)pyrazin-2-ylcarbamate), C(=O)(C(F)(F)F)O (TFA). The solvent is C(Cl)Cl (DCM). Run at time 8 hour. Product: NC1=CC=C(C=C1)N1N=NC(=C1)C=1C(=NC=C(N1)N1CCN(CC1)S(=O)(=O)CC)N (3-(1-(4-aminophenyl)-1H-1,2,3-triazol-4-yl)-5-(4-(ethylsulfonyl)piperazin-1-yl)pyrazin-2-amine). Isolated yield 55.7%. As a reaction SMILES: C(OC([N:8]([C:16]1[C:21]([C:22]2[N:23]=[N:24][N:25]([C:27]3[CH:32]=[CH:31][C:30]([NH2:33])=[CH:29][CH:28]=3)[CH:26]=2)=[N:20][C:19]([N:34]2[CH2:39][CH2:38][N:37]([S:40]([CH2:43][CH3:44])(=[O:42])=[O:41])[CH2:36][CH2:35]2)=[CH:18][N:17]=1)C(=O)OC(C)(C)C)=O)(C)(C)C.C(O)(C(F)(F)F)=O>C(Cl)Cl>[NH2:33][C:30]1[CH:29]=[CH:28][C:27]([N:25]2[CH:26]=[C:22]([C:21]3[C:16]([NH2:8])=[N:17][CH:18]=[C:19]([N:34]4[CH2:39][CH2:38][N:37]([S:40]([CH2:43][CH3:44])(=[O:42])=[O:41])[CH2:36][CH2:35]4)[N:20]=3)[N:23]=[N:24]2)=[CH:32][CH:31]=1. Reported procedure: Tert-butyl N-tert-butoxycarbonyl-3-(1-(4-aminophenyl)-1H-1,2,3-triazol-4-yl)-5-(4-(ethylsulfonyl)piperazin-1-yl)pyrazin-2-ylcarbamate (64 mg, 0.1016 mmol) was dissolved in DCM (5 mL) and treated with TFA (500 μL, 6.490 mmol). The reaction was allowed to stir at ambient temperature overnight and then the solvent removed in vacuo. The resultant residue was purified by reverse phase preparative HPLC [Waters Sunfire C18, 10 uM, 100A column, gradient 10%-95% B (solvent A: 0.05% TFA in water, solvent ... The reactants are N1=CC=C(C=C1)N1CCNCC1 (1-(4-pyridyl)piperazine), BrC1=CC=C(C(=O)Cl)C=C1 (4-bromobenzoyl chloride). RXN SMILES: [N:1]1[CH:6]=[CH:5][C:4]([N:7]2[CH2:12][CH2:11][NH:10][CH2:9][CH2:8]2)=[CH:3][CH:2]=1.[Br:13][C:14]1[CH:22]=[CH:21][C:17]([C:18](Cl)=[O:19])=[CH:16][CH:15]=1>ClCCl.C(N(CC)CC)C>[N:1]1[CH:6]=[CH:5][C:4]([N:7]2[CH2:8][CH2:9][N:10]([C:18](=[O:19])[C:17]3[CH:21]=[CH:22][C:14]([Br:13])=[CH:15][CH:16]=3)[CH2:11][CH2:12]2)=[CH:3][CH:2]=1. Product: N1=CC=C(C=C1)N1CCN(CC1)C(C1=CC=C(C=C1)Br)=O (1-(4-pyridyl)-4-(4-bromobenzoyl)piperazine). Yield: 59.7%. Solvent: ClCCl (dichloromethane), C(C)N(CC)CC (triethylamine), ClCCl (dichloromethane). Reported procedure: A solution of 1-(4-pyridyl)piperazine (0.49 g) in dry dichloromethane (20 ml) and triethylamine (0.7 ml) was treated slowly with a solution of 4-bromobenzoyl chloride (0.7 g) in dry dichloromethane (10 ml). The reaction mixture was then stirred under argon for 2 hours. The dichloromethane solvent was removed by evaporation and the residue dissolved in ethyl acetate. The organic extracts were then washed with aqueous sodium hydrogen carbonate solution, water, brine, dried (Na2SO4) and evaporated ... Conditions: time 2 hour. Starting materials: ClC1=C(C#N)C(=CN=C1)Cl (3,5-dichloroisonicotinonitrile), C(C1=CC=CC=C1)(=O)C1=CC=C(C=C1)B(O)O (4-benzoylphenylboronic acid). The product is C(C1=CC=CC=C1)(=O)C1=CC=C(C=C1)C1=C(C#N)C(=CN=C1)Cl (3-(4-benzoylphenyl)-5-chloroisonicotinonitrile). Isolated yield 80.0%. RXN SMILES: Cl[C:2]1[CH:9]=[N:8][CH:7]=[C:6]([Cl:10])[C:3]=1[C:4]#[N:5].[C:11]([C:19]1[CH:24]=[CH:23][C:22](B(O)O)=[CH:21][CH:20]=1)(=[O:18])[C:12]1[CH:17]=[CH:16][CH:15]=[CH:14][CH:13]=1>>[C:11]([C:19]1[CH:24]=[CH:23][C:22]([C:2]2[CH:9]=[N:8][CH:7]=[C:6]([Cl:10])[C:3]=2[C:4]#[N:5])=[CH:21][CH:20]=1)(=[O:18])[C:12]1[CH:17]=[CH:16][CH:15]=[CH:14][CH:13]=1. Procedure: Following conditions described in Step 1 of Example 50, 3,5-dichloroisonicotinonitrile was reacted with 4-benzoylphenylboronic acid to give 3-(4-benzoylphenyl)-5-chloroisonicotinonitrile (˜80% pure). MS (ES+) m/z: 351 (M+H); LC retention time: 3.980 min (analytical HPLC Method A). Step 2: